From a dataset of the Open Reaction Database (ORD), a public repository of structured organic reaction records. describe an organic reaction: reactants, conditions, products, and yield Reactants: O=c1[nH]cnc2ccc(I)cc12, CN(C)C=O, O=S(Cl)Cl. As a reaction SMILES: [I:1][c:2]1[cH:3][c:4]2[c:5](=[O:12])[nH:6][cH:7][n:8][c:9]2[cH:10][cH:11]1.[O:13]=[CH:14][N:15]([CH3:16])[CH3:17].[S:18]([Cl:19])([Cl:20])=[O:21]>>[I:1][c:2]1[cH:3][c:4]2[c:5]([Cl:20])[n:6][cH:7][n:8][c:9]2[cH:10][cH:11]1. The product is Clc1ncnc2ccc(I)cc12. Procedure: The title compound was prepared from 6-(2-Oxopiperazin-1-yl)-5,6,7,8-tetrahydronaphthalene-2-carbonitrile and (4-Methyl-1-oxo-1,3-dihydro-2-benzofuran-5-yl)acetaldehyde following essentially the same procedure as Example 6. The product was purified by mass-directed reverse phase HPLC (AcCN-Water with 0.1% TFA). LC-MS (IE, m/z): 430 [M+1]+. RXN SMILES: [O:1]=[C:2]1[CH2:7][NH:6][CH2:5][CH2:4][N:3]1[CH:8]1[CH2:17][CH2:16][C:15]2[CH:14]=[C:13]([C:18]#[N:19])[CH:12]=[CH:11][C:10]=2[CH2:9]1.[CH3:20][C:21]1[C:29]2[CH2:28][O:27][C:26](=[O:30])[C:25]=2[CH:24]=[CH:23][C:22]=1[CH2:31][CH:32]=O>>[CH3:20][C:21]1[C:29]2[CH2:28][O:27][C:26](=[O:30])[C:25]=2[CH:24]=[CH:23][C:22]=1[CH2:31][CH2:32][N:6]1[CH2:5][CH2:4][N:3]([CH:8]2[CH2:17][CH2:16][C:15]3[CH:14]=[C:13]([C:18]#[N:19])[CH:12]=[CH:11][C:10]=3[CH2:9]2)[C:2](=[O:1])[CH2:7]1. The reactants are O=C1N(CCNC1)C1CC=2C=CC(=CC2CC1)C#N (6-(2-Oxopiperazin-1-yl)-5,6,7,8-tetrahydronaphthalene-2-carbonitrile), CC1=C(C=CC=2C(OCC21)=O)CC=O ((4-Methyl-1-oxo-1,3-dihydro-2-benzofuran-5-yl)acetaldehyde). Yields the product CC1=C(C=CC=2C(OCC21)=O)CCN2CC(N(CC2)C2CC=1C=CC(=CC1CC2)C#N)=O (6-{4-[2-(4-Methyl-1-oxo-1,3-dihydro-2-benzofuran-5-yl)ethyl]-2-oxopiperazin-1-yl}-5,6,7,8-tetrahydronaphthalene-2-carbonitrile).